Dataset: the Open Reaction Database (ORD), a public repository of structured organic reaction records. Task: describe an organic reaction: reactants, conditions, products, and yield The reactants are ClCCl, O=C=Nc1ccc(F)cc1F, c1ccncc1, Nc1ccc2c(c1)c(-c1nc3ccccc3[nH]1)nn2C1CCCCO1. The product is O=C(Nc1ccc2c(c1)c(-c1nc3ccccc3[nH]1)nn2C1CCCCO1)Nc1ccc(F)cc1F. Reaction SMILES: [Cl:43][CH2:44][Cl:45].[F:1][c:2]1[c:3]([N:9]=[C:10]=[O:11])[cH:4][cH:5][c:6]([F:8])[cH:7]1.[cH:37]1[cH:38][cH:39][n:40][cH:41][cH:42]1.[nH:12]1[c:13](-[c:21]2[n:22][n:23]([CH:31]3[O:32][CH2:33][CH2:34][CH2:35][CH2:36]3)[c:24]3[cH:25][cH:26][c:27]([NH2:30])[cH:28][c:29]23)[n:14][c:15]2[c:16]1[cH:17][cH:18][cH:19][cH:20]2>>[F:1][c:2]1[c:3]([NH:9][C:10](=[O:11])[NH:30][c:27]2[cH:26][cH:25][c:24]3[n:23]([CH:31]4[O:32][CH2:33][CH2:34][CH2:35][CH2:36]4)[n:22][c:21](-[c:13]4[n:12][c:16]5[c:15]([nH:14]4)[cH:20][cH:19][cH:18][cH:17]5)[c:29]3[cH:28]2)[cH:4][cH:5][c:6]([F:8])[cH:7]1. Starting materials: CCNCc1cc(C(F)(F)F)ccc1-c1cncc(CC(=O)OC)c1, O=C(O)Cc1ccccc1. Product: CCN(Cc1cc(C(F)(F)F)ccc1-c1cncc(CC(=O)OC)c1)C(=O)Cc1ccccc1. RXN SMILES: [CH3:1][O:2][C:3]([CH2:4][c:5]1[cH:6][n:7][cH:8][c:9](-[c:11]2[c:12]([CH2:21][NH:22][CH2:23][CH3:24])[cH:13][c:14]([C:17]([F:18])([F:19])[F:20])[cH:15][cH:16]2)[cH:10]1)=[O:25].[c:26]1([CH2:32][C:33](=[O:34])[OH:35])[cH:27][cH:28][cH:29][cH:30][cH:31]1>>[CH3:1][O:2][C:3]([CH2:4][c:5]1[cH:6][n:7][cH:8][c:9](-[c:11]2[c:12]([CH2:21][N:22]([CH2:23][CH3:24])[C:33]([CH2:32][c:26]3[cH:27][cH:28][cH:29][cH:30][cH:31]3)=[O:35])[cH:13][c:14]([C:17]([F:18])([F:19])[F:20])[cH:15][cH:16]2)[cH:10]1)=[O:25]. Starting materials: Cc1cc(Br)cc(C)c1OCC1CCCN(C(=O)OC(C)(C)C)C1, ClCCl, O=C(O)C(F)(F)F. Yields the product Cc1cc(Br)cc(C)c1OCC1CCCNC1. As a reaction SMILES: [C:8]([O:9][C:10](=[O:11])[N:15]1[CH2:16][CH:17]([CH2:21][O:22][c:23]2[c:24]([CH3:31])[cH:25][c:26]([Br:30])[cH:27][c:28]2[CH3:29])[CH2:18][CH2:19][CH2:20]1)([CH3:12])([CH3:13])[CH3:14].[Cl:32][CH2:33][Cl:34].[OH:1][C:2]([C:3]([F:4])([F:5])[F:6])=[O:7]>>[NH:15]1[CH2:16][CH:17]([CH2:21][O:22][c:23]2[c:24]([CH3:31])[cH:25][c:26]([Br:30])[cH:27][c:28]2[CH3:29])[CH2:18][CH2:19][CH2:20]1.